This data is from the Open Reaction Database (ORD), a public repository of structured organic reaction records. The task is: describe an organic reaction: reactants, conditions, products, and yield Reactants: 2-Acetylestradiol 17-acetate, OO (hydrogen peroxide), [OH-].[Na+] (sodium hydroxide), CC(=O)O[C@H]1CC[C@@H]2[C@@]1(CC[C@H]3[C@H]2CCC4=CC(=C(C=C34)O)O)C (2-hydroxyestradiol 17-acetate). Yields the product C[C@]12CC[C@@H]3C=4C=C(C(=CC4CC[C@H]3[C@@H]1CC[C@@H]2O)O)O (2-hydroxyestradiol). The yield is 77.0%. As a reaction SMILES: OO.[OH-].[Na+].CC([O:8][C@@H:9]1[C@@:13]2([CH3:28])[CH2:14][CH2:15][C@@H:16]3[C:25]4[C:20](=[CH:21][C:22]([OH:27])=[C:23]([OH:26])[CH:24]=4)[CH2:19][CH2:18][C@H:17]3[C@@H:12]2[CH2:11][CH2:10]1)=O>>[CH3:28][C@@:13]12[C@@H:9]([OH:8])[CH2:10][CH2:11][C@H:12]1[C@H:17]1[C@@H:16]([C:25]3[CH:24]=[C:23]([OH:26])[C:22]([OH:27])=[CH:21][C:20]=3[CH2:19][CH2:18]1)[CH2:15][CH2:14]2 |f:1.2|. Procedure details: The following section describes the process for the manufacture of catechol estrogen glycosides from estradiol as starting material. The first step is that estradiol was reacted with acetic anhydride in pyridine at room temperature for overnight, yielding estradiol diacetate stoichiometrically. Estradiol diacetate was heated at 80° C. in nitrobenzene for 1 hour in the presence of 2 mol equivalent of aluminum chloride and 0.4 mol equivalent of acetyl chloride, and then 2-acetylestradiol 17-acetat...